Dataset: the Open Reaction Database (ORD), a public repository of structured organic reaction records. Task: describe an organic reaction: reactants, conditions, products, and yield Starting materials: O (Water), NC1=NC=C(C=C1)I (2-Amino-5-iodopyridine), BrCC(=O)C1=CC=C(C=C1)C#N (2-bromo-4′-cyanoacetophenone), C(O)([O-])=O.[Na+] (sodium hydrogencarbonate). Solvent: C(C)O (ethanol). Product: IC=1C=CC=2N(C1)C=C(N2)C2=CC=C(C#N)C=C2 (4-(6-Iodoimidazo[1,2-a]pyridin-2-yl)benzonitrile). Yield: 81.0%. Reaction SMILES: [NH2:1][C:2]1[CH:7]=[CH:6][C:5]([I:8])=[CH:4][N:3]=1.Br[CH2:10][C:11]([C:13]1[CH:18]=[CH:17][C:16]([C:19]#[N:20])=[CH:15][CH:14]=1)=O.C(=O)([O-])O.[Na+].O>C(O)C>[I:8][C:5]1[CH:6]=[CH:7][C:2]2[N:3]([CH:10]=[C:11]([C:13]3[CH:18]=[CH:17][C:16]([C:19]#[N:20])=[CH:15][CH:14]=3)[N:1]=2)[CH:4]=1 |f:2.3|. Procedure details: 2-Amino-5-iodopyridine (1.0 g) and 2-bromo-4′-cyanoacetophenone (1.02 g) were dissolved in ethanol (30 mL), and sodium hydrogencarbonate (382 mg) was added to the solution, followed by refluxing for 16 hours. Water (10 mL) was added to the reaction mixture, and the mixture was left to cool. The precipitated matter was recovered through filtration and dried, to thereby yield the title compound (1.27 g). Starting materials: ClC(COC1=CC=C(CN)C=C1)=C (4-(2-chloro-2-propeneoxy)benzylamine), C1CCC(CC1)N=C=NC2CCCCC2 (DCC), C(=S)=S (carbon disulfide). The solvent is C(C)OCC (diethyl ether). Run at temperature -10 celsius, time 12 hour. Product: ClC(COC1=CC=C(CN=C=S)C=C1)=C (4-(2-chloro-2-propeneoxy)benzyl isothiocyanate). Reaction SMILES: [Cl:1][C:2](=[CH2:13])[CH2:3][O:4][C:5]1[CH:12]=[CH:11][C:8]([CH2:9][NH2:10])=[CH:7][CH:6]=1.C1CCC(N=C=NC2CCCCC2)CC1.[C:29](=S)=[S:30]>C(OCC)C>[Cl:1][C:2](=[CH2:13])[CH2:3][O:4][C:5]1[CH:12]=[CH:11][C:8]([CH2:9][N:10]=[C:29]=[S:30])=[CH:7][CH:6]=1. Reported procedure: 6.7 g of 4-(2-chloro-2-propeneoxy)benzylamine was added dropwise to a mixture of 7.7 g of DCC, 20 ml of carbon disulfide and 100 ml of diethyl ether with stirring at -10° C. The temperature of the mixture was returned to room temperature, and it was left to stand for 12 hours. The reaction solution was filtered, and the residue was washed with diethyl ether and combined with the filtrate. The solvent was evaporated under reduced pressure. The resulting oily product was purified by column chromat... Reactants: C([O-])([O-])=O.[K+].[K+] (potassium carbonate), C([O-])([O-])=O.[K+].[K+] (potassium carbonate), FC1=CC=C(C=C1)O (4-fluorophenol), [N+](=O)([O-])C=1C=C([N+](=CC1)[O-])C (4-nitro-2-picoline-N-oxide). The solvent is CN(C(C)=O)C (N,N-dimethylacetamide), CN(C(C)=O)C (N,N-dimethylacetamide), O (water). Run at temperature 80 celsius, time 1 hour. Product: FC1=CC=C(OC=2C=C([N+](=CC2)[O-])C)C=C1 (4-(4-Fluorophenoxy)-2-picoline-N-oxide). Reaction SMILES: [F:1][C:2]1[CH:7]=[CH:6][C:5]([OH:8])=[CH:4][CH:3]=1.C(=O)([O-])[O-].[K+].[K+].[N+]([C:18]1[CH:19]=[C:20]([CH3:25])[N+:21]([O-:24])=[CH:22][CH:23]=1)([O-])=O>CN(C)C(=O)C.O>[F:1][C:2]1[CH:7]=[CH:6][C:5]([O:8][C:18]2[CH:19]=[C:20]([CH3:25])[N+:21]([O-:24])=[CH:22][CH:23]=2)=[CH:4][CH:3]=1 |f:1.2.3|. Procedure details: 6.2 g (55 mmol) of 4-fluorophenol are dissolved in 75 ml of N,N-dimethylacetamide and 20.7 g (150 mmol) of finely powdered potassium carbonate was added. 7.7 g (50 mmol) of 4-nitro-2-picoline-N-oxide are added to this suspension and the mixture is warmed at 80° C. for 3 hours. A further 7 g (50 mmol) of potassium carbonate are subsequently added and the mixture is stirred for one hour at 100° C. After cooling, it is freed from N,N-dimethylacetamide in vacuo, and the residue is taken up in water,... Starting materials: COC1=C(C(=O)O)C=C(C(=C1)NC(C)=O)Cl (2-methoxy-4-acetylamino-5-chloro benzoic acid), ClC(=O)OCC (ethyl chloroformate), C(C)N1C(C2CCCC2C1)CN (N-ethyl-2-aminomethyl-3-azabicyclo (3,3,0) octane). Procedure details: To a suspension of 6 parts of 2-methoxy-4-acetylamino-5-chloro benzoic acid in 50 parts of anhydrous tetrahydrofuran, were added 2.5 parts of triethylamine. The solution thus obtained was poured portionwise in a mixture of 2.7 parts of ethyl chloroformate in 80 parts of tetrahydrofuran maintained at 0° C. After stirring for 10 minutes, 4.1. parts of N-ethyl-2-aminomethyl-3-azabicyclo (3,3,0) octane were added. After being maintained at room temperature for 10 minutes, the temperature was progres... The solvent is C(C)N(CC)CC (triethylamine), O1CCCC1 (tetrahydrofuran), O1CCCC1 (tetrahydrofuran). The product is C(C)N1C(C2CCCC2C1)CNC(C1=C(C=C(C(=C1)Cl)NC(C)=O)OC)=O (N-ethyl-2-(2-methoxy-4-acetylamino-5-chloro benzamido methyl)-3-azabicyclo (3,3,0) octane). As a reaction SMILES: [CH3:1][O:2][C:3]1[CH:11]=[C:10]([NH:12][C:13](=[O:15])[CH3:14])[C:9]([Cl:16])=[CH:8][C:4]=1[C:5]([OH:7])=O.ClC(OCC)=O.[CH2:23]([N:25]1[CH2:32][CH:31]2[CH:27]([CH2:28][CH2:29][CH2:30]2)[CH:26]1[CH2:33][NH2:34])[CH3:24]>O1CCCC1.C(N(CC)CC)C>[CH2:23]([N:25]1[CH2:32][CH:31]2[CH:27]([CH2:28][CH2:29][CH2:30]2)[CH:26]1[CH2:33][NH:34][C:5](=[O:7])[C:4]1[CH:8]=[C:9]([Cl:16])[C:10]([NH:12][C:13](=[O:15])[CH3:14])=[CH:11][C:3]=1[O:2][CH3:1])[CH3:24]. Reaction conditions: temperature 0 celsius, time 10 minute. Starting materials: C1(=CC=CC=C1)C1=CCC=2C=C3CCC(C3=CC12)[Li] ((7-phenyl-1,2,3,5-tetrahydro-s-indacenyl)lithium), [Si](Cl)(Cl)(C)C (Me2SiCl2), C1CCOC1 (THF), C1CCOC1 (THF). Conditions: temperature 22.5 celsius, time 16 hour. Product: Cl[Si](C1C=C(C2=CC=3CCCC3C=C12)C1=CC=CC=C1)(C)C (chlorodimethyl(1,5,6,7-tetrahydro-3-phenyl-s-indacen-1-yl)silane). Yield: 91.1%. RXN SMILES: [C:1]1([C:7]2[C:18]3[CH:17]=[C:16]4[C:12]([CH2:13][CH2:14][CH:15]4[Li])=[CH:11][C:10]=3C[CH:8]=2)[CH:6]=[CH:5][CH:4]=[CH:3][CH:2]=1.[Si:20]([CH3:24])([CH3:23])([Cl:22])Cl.[CH2:25]1COCC1>>[Cl:22][Si:20]([CH3:24])([CH3:25])[CH:23]1[C:10]2[C:18](=[CH:17][C:16]3[CH2:15][CH2:14][CH2:13][C:12]=3[CH:11]=2)[C:7]([C:1]2[CH:2]=[CH:3][CH:4]=[CH:5][CH:6]=2)=[CH:8]1. Procedure: (7-phenyl-1,2,3,5-tetrahydro-s-indacenyl)lithium (12.2075 g, 0.05102 moles) in THF (50 mL) was added dropwise to a solution of Me2SiCl2 (19.5010 g, 0.1511 moles) in THF (100 mL) at 0° C. This mixture was then allowed to stir at 20-25° C. for 16 hours. After the reaction period the volatiles were removed and the residue extracted and filtered using hexane. The removal of the hexane resulted in the isolation of the desired product as a yellow oil (15.1492 g, 91.1 percent).